This data is from the Open Reaction Database (ORD), a public repository of structured organic reaction records. The task is: describe an organic reaction: reactants, conditions, products, and yield The reactants are BrC1=C(N=C(C2=CC(=CC=C12)OC)OC)C1=CC=C(C=C1)OC (4-bromo-1,7-dimethoxy-3-(4-methoxyphenyl)isoquinoline), BrC1=C(N=C(C2=CC(=CC=C12)OC)OC)C1=CC=C(C=C1)OC (4-bromo-1,7-dimethoxy-3-(4-methoxyphenyl)isoquinoline), C[Si](C)(C)C#C[B-](F)(F)F.[K+] (potassium (trimethylsilyl)ethynyltrifluoroborate), C([O-])([O-])=O.[K+].[K+] (potassium carbonate). Reagents/catalysts: C(C)(=O)[O-].C(C)(=O)[O-].[Pd+2] (palladium diacetate), CC(C)OC1=C(C(=CC=C1)OC(C)C)C2=CC=CC=C2P(C3CCCCC3)C4CCCCC4 (RuPhos). Solvent: C1CCOC1 (THF). Yields the product COC1=NC(=C(C2=CC=C(C=C12)OC)C#C[Si](C)(C)C)C1=CC=C(C=C1)OC (1,7-dimethoxy-3-(4-methoxyphenyl)-4-((trimethylsilyl)ethynyl)isoquinoline). Isolated yield 93.0%. Reaction SMILES: Br[C:2]1[C:11]2[C:6](=[CH:7][C:8]([O:12][CH3:13])=[CH:9][CH:10]=2)[C:5]([O:14][CH3:15])=[N:4][C:3]=1[C:16]1[CH:21]=[CH:20][C:19]([O:22][CH3:23])=[CH:18][CH:17]=1.[CH3:24][Si:25]([C:28]#[C:29][B-](F)(F)F)([CH3:27])[CH3:26].[K+].C(=O)([O-])[O-].[K+].[K+]>C1COCC1.C([O-])(=O)C.C([O-])(=O)C.[Pd+2].CC(OC1C=CC=C(OC(C)C)C=1C1C(P(C2CCCCC2)C2CCCCC2)=CC=CC=1)C>[CH3:15][O:14][C:5]1[C:6]2[C:11](=[CH:10][CH:9]=[C:8]([O:12][CH3:13])[CH:7]=2)[C:2]([C:29]#[C:28][Si:25]([CH3:27])([CH3:26])[CH3:24])=[C:3]([C:16]2[CH:21]=[CH:20][C:19]([O:22][CH3:23])=[CH:18][CH:17]=2)[N:4]=1 |f:1.2,3.4.5,7.8.9|. Reported procedure: A mixture of the compound 4-bromo-1,7-dimethoxy-3-(4-methoxyphenyl)isoquinoline (compound 26) (187 mg, 0.5 mmol), potassium (trimethylsilyl)ethynyltrifluoroborate (133 mg, 0.65 mmol), palladium diacetate (3.5 mg, 0.015 mmol), RuPhos (14 mg, 0.03 mmol) and potassium carbonate (318 mg, 1.5 mmol) dissolved in 2 mL of a distilled THF/degassed H2O mixture (10/1) is refluxed under argon for 2 hours. The reaction medium is filtered on silica then condensed under vacuum. The crude is purified on a silic...